Dataset: the Open Reaction Database (ORD), a public repository of structured organic reaction records. Task: describe an organic reaction: reactants, conditions, products, and yield Starting materials: C1=CC=CC2=C1N=C1N(CO2)C=CC=C1 (6H-pyrido [1,2-c][1,3,5]-benzoxadiazepine), Cl (hydrogen chloride), CCOCC (ether). Solvent: CC(C)O (2-propanol). The product is Cl.C1=CC=CC2=C1N=C1N(CO2)C=CC=C1 (6H-Pyrido[1,2-c][1,3,5]benzoxadiazepine, hydrochloride). As a reaction SMILES: [CH:1]1[C:6]2[N:7]=[C:8]3[CH:15]=[CH:14][CH:13]=[CH:12][N:9]3[CH2:10][O:11][C:5]=2[CH:4]=[CH:3][CH:2]=1.[ClH:16].CCOCC>CC(O)C>[ClH:16].[CH:1]1[C:6]2[N:7]=[C:8]3[CH:15]=[CH:14][CH:13]=[CH:12][N:9]3[CH2:10][O:11][C:5]=2[CH:4]=[CH:3][CH:2]=1 |f:4.5|. Reported procedure: To a solution of 1.0 g of 6H-pyrido [1,2-c][1,3,5]-benzoxadiazepine in 20 ml of 2-propanol is added 5.0 ml of 4.2N 2-propanolic hydrogen chloride. To the clear solution is added anhydrous ether until a turbidity forms. The pale yellow crystalline solid is filtered and recrystallized from acetonitrile to give about 1.0 g of the title compound, mp about 232°-234°. RXN SMILES: [C:1]([CH3:2])([CH3:3])([CH3:4])[O:5][C:6](=[O:7])[CH2:8][O:9][N:10]=[C:11]([C:12](=[O:13])[O:14][CH:15]([c:16]1[cH:17][cH:18][cH:19][cH:20][cH:21]1)[c:22]1[cH:23][cH:24][cH:25][cH:26][cH:27]1)[c:28]1[n:29][cH:30][s:31][cH:32]1.[CH2:54]([Cl:55])[Cl:56].[CH3:33][O:34][c:35]1[cH:36][cH:37][cH:38][cH:39][cH:40]1.[CH3:48][CH2:49][O:50][C:51](=[O:52])[CH3:53].[OH:41][C:42]([C:43]([F:44])([F:45])[F:46])=[O:47]>>[C:1]([CH3:2])([CH3:3])([CH3:4])[O:5][C:6](=[O:7])[CH2:8][O:9][N:10]=[C:11]([C:12](=[O:13])[OH:14])[c:28]1[n:29][cH:30][s:31][cH:32]1. Product: CC(C)(C)OC(=O)CON=C(C(=O)O)c1cscn1. The reactants are CC(C)(C)OC(=O)CON=C(C(=O)OC(c1ccccc1)c1ccccc1)c1cscn1, ClCCl, COc1ccccc1, CCOC(C)=O, O=C(O)C(F)(F)F. Starting materials: [O-2].[Zn+2] (Zinc oxide), C(CCCCCCCCCCCCC)C(=O)O (tetradecylcarboxylic acid). Reaction conditions: temperature 90 celsius. Procedure: Zinc oxide (0.08 g, 1 mmol) and tetradecylcarboxylic acid (0.500 g) were reacted at 220° C for 10 min, cooled to 90° C., then a zinc tetradecylcarboxylate (precursor) was formed. Into said system, toluene (10 ml), trioctylphosphine oxide (3.866 g) and trioctylphosphine (3.7 g) were added. Then a 0.05M aqueous solution of sodium hydrogen selenide (10 ml) was added. After the system was reacted at 90° C. for 3 h, a clear yellow sol containing the ZnSe nanoparticles was obtained. Said sol has a typ... RXN SMILES: [O-2].[Zn+2:2].[CH2:3]([C:17]([OH:19])=[O:18])[CH2:4][CH2:5][CH2:6][CH2:7][CH2:8][CH2:9][CH2:10][CH2:11][CH2:12][CH2:13][CH2:14][CH2:15][CH3:16]>>[CH2:3]([C:17]([O-:19])=[O:18])[CH2:4][CH2:5][CH2:6][CH2:7][CH2:8][CH2:9][CH2:10][CH2:11][CH2:12][CH2:13][CH2:14][CH2:15][CH3:16].[Zn+2:2].[CH2:3]([C:17]([O-:19])=[O:18])[CH2:4][CH2:5][CH2:6][CH2:7][CH2:8][CH2:9][CH2:10][CH2:11][CH2:12][CH2:13][CH2:14][CH2:15][CH3:16] |f:0.1,3.4.5|. Yields the product C(CCCCCCCCCCCCC)C(=O)[O-].[Zn+2].C(CCCCCCCCCCCCC)C(=O)[O-] (zinc tetradecylcarboxylate). Product: COc1cc2cc(CO)c(CO)c(-c3ccnc(-n4c(=O)cc(C(=O)O)c5ccccc54)c3)c2cc1OC. Reaction SMILES: [ClH:43].[O:1]=[c:2]1[n:3](-[c:19]2[n:20][cH:21][cH:22][c:23](-[c:25]3[c:26]([CH2:41][OH:42])[c:27]([CH2:39][OH:40])[cH:28][c:29]4[cH:30][c:31]([O:37][CH3:38])[c:32]([O:35][CH3:36])[cH:33][c:34]34)[cH:24]2)[c:4]2[cH:5][cH:6][cH:7][cH:8][c:9]2[c:10]([C:12](=[O:13])[O:14][C:15]([CH3:16])([CH3:17])[CH3:18])[cH:11]1.[O:44]1[CH2:45][CH2:46][O:47][CH2:48][CH2:49]1>>[O:1]=[c:2]1[n:3](-[c:19]2[n:20][cH:21][cH:22][c:23](-[c:25]3[c:26]([CH2:41][OH:42])[c:27]([CH2:39][OH:40])[cH:28][c:29]4[cH:30][c:31]([O:37][CH3:38])[c:32]([O:35][CH3:36])[cH:33][c:34]34)[cH:24]2)[c:4]2[cH:5][cH:6][cH:7][cH:8][c:9]2[c:10]([C:12](=[O:13])[OH:14])[cH:11]1. Starting materials: Cl, COc1cc2cc(CO)c(CO)c(-c3ccnc(-n4c(=O)cc(C(=O)OC(C)(C)C)c5ccccc54)c3)c2cc1OC, C1COCCO1. Conditions: temperature 50 celsius, time 8 hour. The product is OCCO\N=C(/C)\C=1C=CC=2N(C1)C(=NN2)SC=2C=C1C=C(C=NC1=CC2)N2CCC(CC2)O ((E)-1-(3-((3-(4-Hydroxypiperidin-1-yl)quinolin-6-yl)thio)-[1,2,4]triazolo[4,3-a]pyridin-6-yl)ethanone O-(2-hydroxyethyl)oxime). As a reaction SMILES: [OH:1][CH:2]1[CH2:7][CH2:6][N:5]([C:8]2[CH:9]=[N:10][C:11]3[C:16]([CH:17]=2)=[CH:15][C:14]([S:18][C:19]2[N:23]4[CH:24]=[C:25]([C:28](=O)[CH3:29])[CH:26]=[CH:27][C:22]4=[N:21][N:20]=2)=[CH:13][CH:12]=3)[CH2:4][CH2:3]1.[NH2:31][O:32][CH2:33][CH2:34][OH:35].Cl>CO>[OH:35][CH2:34][CH2:33][O:32]/[N:31]=[C:28](/[C:25]1[CH:26]=[CH:27][C:22]2[N:23]([C:19]([S:18][C:14]3[CH:15]=[C:16]4[C:11](=[CH:12][CH:13]=3)[N:10]=[CH:9][C:8]([N:5]3[CH2:6][CH2:7][CH:2]([OH:1])[CH2:3][CH2:4]3)=[CH:17]4)=[N:20][N:21]=2)[CH:24]=1)\[CH3:29]. Procedure details: To the solution of (76.3) (30 mg, 0.072 mmol) and 2-(aminooxy)ethanol (6.06 mg, 0.079 mmol) in MeOH (3 ml) was added a drop of 2 N HCl, sealed the tube and stirred at 50° C. for overnight. The solvent was evaporated under reduced pressure to give crude desired product as orange oil which was purified by chromatography and eluent with DCM/MeOH (30:1-20:1) to obtained pure desired product as yellow solid (25 mg, 69.4%). The reactants are OC1CCN(CC1)C=1C=NC2=CC=C(C=C2C1)SC1=NN=C2N1C=C(C=C2)C(C)=O (1-(3-((3-(4-Hydroxypiperidin-1-yl)quinolin-6-yl)thio)-[1,2,4]triazolo[4,3-a]pyridin-6-yl)ethanone), NOCCO (2-(aminooxy)ethanol), Cl (HCl). Isolated yield 72.6%. Run in CO (MeOH). Reactants: C(C)(C)(C)OC(=O)N1[C@@H](CCCC1)C(=O)O ((2S)-1-(tert-butoxycarbonyl)piperidine-2-carboxylic acid), C(OCC(C)C)(=O)Cl (2-methylpropyl chlorocarbonate), C(O)([O-])=O.[Na+] (sodium hydrogen carbonate), NC1=C(SC(=C1)Br)C(=O)N (3-amino-5-bromothiophene-2-carboxamide). The solvent is O1CCCC1 (tetrahydrofuran), C(C)N(CC)CC (triethylamine), C(C)(=O)OCC (Ethyl acetate), O1CCCC1 (tetrahydrofuran). Conditions: time 1 hour. Product: BrC1=CC(=C(S1)C(N)=O)NC(=O)[C@H]1N(CCCC1)C(=O)OC(C)(C)C (tert-butyl (2S)-2-[(5-bromo-2-carbamoylthiophen-3-yl)carbamoyl]piperidine-1-carboxylate). Reaction SMILES: [C:1]([O:5][C:6]([N:8]1[CH2:13][CH2:12][CH2:11][CH2:10][C@H:9]1[C:14]([OH:16])=O)=[O:7])([CH3:4])([CH3:3])[CH3:2].C(Cl)(=O)OCC(C)C.[NH2:25][C:26]1[CH:30]=[C:29]([Br:31])[S:28][C:27]=1[C:32]([NH2:34])=[O:33].C(=O)([O-])O.[Na+]>O1CCCC1.C(OCC)(=O)C.C(N(CC)CC)C>[Br:31][C:29]1[S:28][C:27]([C:32](=[O:33])[NH2:34])=[C:26]([NH:25][C:14]([C@@H:9]2[CH2:10][CH2:11][CH2:12][CH2:13][N:8]2[C:6]([O:5][C:1]([CH3:2])([CH3:3])[CH3:4])=[O:7])=[O:16])[CH:30]=1 |f:3.4|. Procedure: To a solution of (2S)-1-(tert-butoxycarbonyl)piperidine-2-carboxylic acid (5.00 g) and triethylamine (3.16 mL) in tetrahydrofuran (45 mL) was added 2-methylpropyl chlorocarbonate (2.84 mL) at 10° C., and the mixture was stirred at room temperature for 1 hr. Thereafter, to the reaction mixture was added a solution of 3-amino-5-bromothiophene-2-carboxamide (2.19 g) produced in Example 1, step D, in tetrahydrofuran (5 mL), and the mixture was stirred at room temperature for 7 days. Ethyl acetate (5... The reactants are C(C)(C)(C)OC(=O)N1[C@@H](C[C@H](C1)CC1=CC=CC=C1)C(=O)N1CCN(CCC1)C1CCC1 ((2S,4R)-4-benzyl-2-(4-cyclobutyl-[1,4]diazepane-1-carbonyl)-pyrrolidine-1-carboxylic acid tert-butyl ester), C(=O)(C(F)(F)F)O (TFA). The solvent is C(Cl)Cl (CH2Cl2). Conditions: time 16 hour. Product: C(C1=CC=CC=C1)[C@@H]1C[C@H](NC1)C(=O)N1CCN(CCC1)C1CCC1 ((2S,4R)-(4-Benzyl-pyrrolidin-2-yl)-(4-cyclobutyl-[1,4]diazepan-1-yl)-methanone). Yield: 98.2%. Reaction SMILES: C(OC([N:8]1[CH2:12][C@H:11]([CH2:13][C:14]2[CH:19]=[CH:18][CH:17]=[CH:16][CH:15]=2)[CH2:10][C@H:9]1[C:20]([N:22]1[CH2:28][CH2:27][CH2:26][N:25]([CH:29]2[CH2:32][CH2:31][CH2:30]2)[CH2:24][CH2:23]1)=[O:21])=O)(C)(C)C.C(O)(C(F)(F)F)=O>C(Cl)Cl>[CH2:13]([C@H:11]1[CH2:12][NH:8][C@H:9]([C:20]([N:22]2[CH2:28][CH2:27][CH2:26][N:25]([CH:29]3[CH2:32][CH2:31][CH2:30]3)[CH2:24][CH2:23]2)=[O:21])[CH2:10]1)[C:14]1[CH:15]=[CH:16][CH:17]=[CH:18][CH:19]=1. Procedure details: A solution of (2S,4R)-4-benzyl-2-(4-cyclobutyl-[1,4]diazepane-1-carbonyl)-pyrrolidine-1-carboxylic acid tert-butyl ester (350.8 mg, 0.794 mmol) in CH2Cl2 (2 mL) was treated with TFA (0.5 mL). After 16 h, the mixture was concentrated and the residue was purified by FCC(CH2Cl2 to 10% MeOH/0.1% NH4OH in CH2Cl2) to give the title compound (266.3 mg, 98%). MS (ESI): mass calcd. for C21H31N3O, 341.25; m/z found, 342.3 [M+H]+. 1H NMR (CDCl3): 7.35-7.29 (m, 2H), 7.28-7.22 (m, 1H), 7.16 (d, J=7.9 Hz, 2H)...